From a dataset of the Open Reaction Database (ORD), a public repository of structured organic reaction records. describe an organic reaction: reactants, conditions, products, and yield Starting materials: C(CCC)[Sn](C(=C)OCC)(CCCC)CCCC (tributyl(1-ethoxyvinyl)stannane), [F-].[Cs+] (cesium fluoride), O1CCOCC1 (1,4-dioxane), ClC=1C=C(C(=NC1)NC=1C=NC(=C(C1)F)OC)C1=NC(=NC(=N1)C)N(CC1=CC=C(C=C1)OC)CC1=CC=C(C=C1)OC (4-(5-chloro-2-(5-fluoro-6-methoxypyridin-3-ylamino)pyridin-3-yl)-N,N-bis(4-methoxybenzyl)-6-methyl-1,3,5-triazin-2-amine). The reagents and catalysts are CC(C)C1=CC(=C(C(=C1)C(C)C)C2=C(C=CC=C2)P(C3CCCCC3)C4CCCCC4)C(C)C.CC(=O)[O-].CC(=O)[O-].[Pd+2] (X-Phos Pd(OAc)2). Conditions: temperature 110 celsius. Yields the product COC1=CC=C(CN(C2=NC(=NC(=N2)C)C=2C=C(C=NC2NC=2C=NC(=C(C2)F)OC)C(C)=O)CC2=CC=C(C=C2)OC)C=C1 (1-(5-(4-(Bis(4-Methoxybenzyl)Amino)-6-Methyl-1,3,5-Triazin-2-yl)-6-(5-Fluoro-6-Methoxypyridin-3-Ylamino)Pyridin-3-yl)Ethanone). Reaction SMILES: Cl[C:2]1[CH:3]=[C:4]([C:18]2[N:23]=[C:22]([CH3:24])[N:21]=[C:20]([N:25]([CH2:35][C:36]3[CH:41]=[CH:40][C:39]([O:42][CH3:43])=[CH:38][CH:37]=3)[CH2:26][C:27]3[CH:32]=[CH:31][C:30]([O:33][CH3:34])=[CH:29][CH:28]=3)[N:19]=2)[C:5]([NH:8][C:9]2[CH:10]=[N:11][C:12]([O:16][CH3:17])=[C:13]([F:15])[CH:14]=2)=[N:6][CH:7]=1.[F-].[Cs+].[O:46]1CCO[CH2:48][CH2:47]1.C([Sn](CCCC)(CCCC)C(OCC)=C)CCC>CC(C1C=C(C(C)C)C(C2C=CC=CC=2P(C2CCCCC2)C2CCCCC2)=C(C(C)C)C=1)C.CC([O-])=O.CC([O-])=O.[Pd+2]>[CH3:34][O:33][C:30]1[CH:31]=[CH:32][C:27]([CH2:26][N:25]([CH2:35][C:36]2[CH:41]=[CH:40][C:39]([O:42][CH3:43])=[CH:38][CH:37]=2)[C:20]2[N:21]=[C:22]([CH3:24])[N:23]=[C:18]([C:4]3[CH:3]=[C:2]([C:47](=[O:46])[CH3:48])[CH:7]=[N:6][C:5]=3[NH:8][C:9]3[CH:10]=[N:11][C:12]([O:16][CH3:17])=[C:13]([F:15])[CH:14]=3)[N:19]=2)=[CH:28][CH:29]=1 |f:1.2,5.6.7.8|. Reported procedure: A stirred mixture of 4-(5-chloro-2-(5-fluoro-6-methoxypyridin-3-ylamino)pyridin-3-yl)-N,N-bis(4-methoxybenzyl)-6-methyl-1,3,5-triazin-2-amine (Example 313, Step 2; 0.6020 g, 1.000 mmol), X-Phos-Pd(OAc)2 re-milled mix (1:1, 0.070 g, 0.100 mmol), and cesium fluoride (0.129 mL, 3.50 mmol) in 1,4-dioxane (5.00 mL, 58.5 mmol) was treated with tributyl(1-ethoxyvinyl)stannane (0.507 mL, 1.500 mmol) under nitrogen. The mixture was sealed and heated at 110° C. for 16 h. The reaction mixture was then cool... Starting materials: BrC=1C=C(OCCN(CC)CC)C=CC1 (1-(3-bromophenoxy)-2-diethylaminoethane), C1(=CC=CC=C1)C#C (phenylacetylene), P(C1=CC=CC=C1)(C1=CC=CC=C1)C1=CC=CC=C1 (P(C6H5)3). The reagents and catalysts are [Pd] (palladium), [Cu]I (copper (I) iodide). Run in C(C)N(CC)CC (triethylamine). The product is C1(=CC=CC=C1)C#CC=1C=C(OCCN(CC)CC)C=CC1 (1-(3-phenylethynylphenoxy)-2-diethylaminoethane). Isolated yield 74.4%. RXN SMILES: Br[C:2]1[CH:3]=[C:4]([CH:13]=[CH:14][CH:15]=1)[O:5][CH2:6][CH2:7][N:8]([CH2:11][CH3:12])[CH2:9][CH3:10].[C:16]1([C:22]#[CH:23])[CH:21]=[CH:20][CH:19]=[CH:18][CH:17]=1.P(C1C=CC=CC=1)(C1C=CC=CC=1)C1C=CC=CC=1>C(N(CC)CC)C.[Pd].[Cu]I>[C:16]1([C:22]#[C:23][C:2]2[CH:3]=[C:4]([CH:13]=[CH:14][CH:15]=2)[O:5][CH2:6][CH2:7][N:8]([CH2:11][CH3:12])[CH2:9][CH3:10])[CH:21]=[CH:20][CH:19]=[CH:18][CH:17]=1. Procedure: To a solution of 15 g (0.06 mole) of 1-(3-bromophenoxy)-2-diethylaminoethane and 6.12 g (0.06 mole) of phenylacetylene in 150 ml of triethylamine are added, under nitrogen, 420 mg of the palladium complex PdCl2 [P(C6H5)3 ]2 and 228 mg of copper (I) iodide. This reaction mixture is refluxed for 24 hours, then concentrated, and the residue is taken up in water. After extraction with 200 ml of ether, the combined ethereal phases are washed 4 times with water, dried, and evaporated to dryness. The c... Reaction SMILES: [Br-:1].[CH3:18][O:19][c:20]1[c:21]([C:26]2=[N:30][C:29]([CH3:31])([CH3:32])[CH2:28][O:27]2)[cH:22][cH:23][cH:24][cH:25]1.[F:2][C:3]([CH2:4][CH2:5][CH2:6][CH2:7][CH2:8][CH2:9][CH2:10][CH2:11][CH2:12][CH2:13][CH2:14][Mg+:15])([F:16])[F:17].[O:33]1[CH2:34][CH2:35][CH2:36][CH2:37]1>>[F:2][C:3]([CH2:4][CH2:5][CH2:6][CH2:7][CH2:8][CH2:9][CH2:10][CH2:11][CH2:12][CH2:13][CH2:14][c:20]1[c:21]([C:26]2=[N:30][C:29]([CH3:31])([CH3:32])[CH2:28][O:27]2)[cH:22][cH:23][cH:24][cH:25]1)([F:16])[F:17]. Product: CC1(C)COC(c2ccccc2CCCCCCCCCCCC(F)(F)F)=N1. Starting materials: [Br-], COc1ccccc1C1=NC(C)(C)CO1, FC(F)(F)CCCCCCCCCCC[Mg+], C1CCOC1. Reactants: CC1=C(N=C2N1C(=C(C=C2C(=O)O)Cl)N)C (methyl 5-amino-6-chloro-2-methylimidazo[1,2-a]pyridine-8-carboxylic acid), COCC(CN1CCC(CC1)CN)(C)C ({[1-(3-methoxy-2,2-dimethylpropyl)piperidin-4-yl]methyl}amine). Yields the product NC1=C(C=C(C=2N1C=C(N2)C)C(=O)NCC2CCN(CC2)CC(COC)(C)C)Cl (5-amino-6-chloro-N-{[1-(3-methoxy-2,2-dimethylpropyl)piperidin-4-yl]methyl}2-methyl-imidazo[1,2-a]pyridine-8-carboxamide). RXN SMILES: C[C:2]1[N:6]2[C:7]([NH2:15])=[C:8]([Cl:14])[CH:9]=[C:10]([C:11]([OH:13])=O)[C:5]2=[N:4][C:3]=1[CH3:16].[CH3:17][O:18][CH2:19][C:20]([CH3:31])([CH3:30])[CH2:21][N:22]1[CH2:27][CH2:26][CH:25]([CH2:28][NH2:29])[CH2:24][CH2:23]1>>[NH2:15][C:7]1[N:6]2[CH:2]=[C:3]([CH3:16])[N:4]=[C:5]2[C:10]([C:11]([NH:29][CH2:28][CH:25]2[CH2:24][CH2:23][N:22]([CH2:21][C:20]([CH3:31])([CH3:30])[CH2:19][O:18][CH3:17])[CH2:27][CH2:26]2)=[O:13])=[CH:9][C:8]=1[Cl:14]. Procedure: The title compound was prepared according to the procedure described in the Step 6 in EXAMPLE 1 from 5-amino-6-chloro-2-methylimidazo[1,2-a]pyridine-8-carboxylic acid (EXAMPLE 1, Step 5) and {[1-(3-methoxy-2,2-dimethylpropyl)piperidin-4-yl]methyl}amine (EXAMPLE 9, Step 1). Starting materials: CC(=O)O[BH-](OC(C)=O)OC(C)=O, c1c[nH]c(CNCc2ccc(CN3CCC4(CCN(C5CCCCC5)CC4)C3)cc2)n1, CCOC(=O)Cn1ccnc1C=O, ClCCl. Product: CCOC(=O)Cn1ccnc1CN(Cc1ccc(CN2CCC3(CCN(C4CCCCC4)CC3)C2)cc1)Cc1ncc[nH]1. Reaction SMILES: [C:45]([O:46][BH-:47]([O:48][C:49](=[O:50])[CH3:51])[O:52][C:53](=[O:54])[CH3:55])(=[O:56])[CH3:57].[CH:1]1([N:7]2[CH2:8][CH2:9][C:10]3([CH2:11][CH2:12][N:13]([CH2:15][c:16]4[cH:17][cH:18][c:19]([CH2:22][NH:23][CH2:24][c:25]5[nH:26][cH:27][cH:28][n:29]5)[cH:20][cH:21]4)[CH2:14]3)[CH2:30][CH2:31]2)[CH2:2][CH2:3][CH2:4][CH2:5][CH2:6]1.[CH:32](=[O:33])[c:34]1[n:35]([CH2:39][C:40](=[O:41])[O:42][CH2:43][CH3:44])[cH:36][cH:37][n:38]1.[Cl:58][CH2:59][Cl:60]>>[CH:1]1([N:7]2[CH2:8][CH2:9][C:10]3([CH2:11][CH2:12][N:13]([CH2:15][c:16]4[cH:17][cH:18][c:19]([CH2:22][N:23]([CH2:24][c:25]5[n:26][cH:27][cH:28][nH:29]5)[CH2:32][c:34]5[n:35]([CH2:39][C:40](=[O:41])[O:42][CH2:43][CH3:44])[cH:36][cH:37][n:38]5)[cH:20][cH:21]4)[CH2:14]3)[CH2:30][CH2:31]2)[CH2:2][CH2:3][CH2:4][CH2:5][CH2:6]1. The reactants are [Al+3], C[Si](C)(C)C#N, O=Cc1cc2ccccc2o1, [H-], [H-], [H-], [H-], [I-], [I-], [Li+], [Na+], [OH-], O, [Zn+2]. The product is NCC(O)c1cc2ccccc2o1. RXN SMILES: [Al+3:19].[CH3:1][Si:2]([CH3:3])([CH3:4])[C:5]#[N:6].[CH:7](=[O:8])[c:9]1[o:10][c:11]2[c:12]([cH:13]1)[cH:14][cH:15][cH:16][cH:17]2.[H-:18].[H-:21].[H-:22].[H-:23].[I-:26].[I-:28].[Li+:20].[Na+:25].[OH-:24].[OH2:29].[Zn+2:27]>>[CH2:5]([NH2:6])[CH:7]([OH:8])[c:9]1[o:10][c:11]2[c:12]([cH:13]1)[cH:14][cH:15][cH:16][cH:17]2. Reactants: ClC1=C(C=C(C(=N1)N[C@@H](C(=O)N)CC)F)C#N ((R)-2-(6-chloro-5-cyano-3-fluoropyridin-2-ylamino)butanamide), NC=1C=NC2=CC=CC=C2C1 (3-aminoquinoline), C=1C=CC(=CC1)P(C=2C=CC=CC2)C3=CC=C4C=CC=CC4=C3C5=C6C=CC=CC6=CC=C5P(C=7C=CC=CC7)C=8C=CC=CC8 (BINAP), C([O-])([O-])=O.[Cs+].[Cs+] (cesium carbonate). The reagents and catalysts are CC(=O)[O-].CC(=O)[O-].[Pd+2] (Pd(OAc)2). Solvent: O1CCOCC1 (dioxane). Run at temperature 100 celsius, time 8 hour. Product: C(#N)C=1C=C(C(=NC1NC=1C=NC2=CC=CC=C2C1)N[C@@H](C(=O)N)CC)F ((R)-2-(5-cyano-3-fluoro-6-(quinolin-3-ylamino)pyridin-2-ylamino)butanamide). As a reaction SMILES: Cl[C:2]1[N:7]=[C:6]([NH:8][C@H:9]([CH2:13][CH3:14])[C:10]([NH2:12])=[O:11])[C:5]([F:15])=[CH:4][C:3]=1[C:16]#[N:17].[NH2:18][C:19]1[CH:20]=[N:21][C:22]2[C:27]([CH:28]=1)=[CH:26][CH:25]=[CH:24][CH:23]=2.C1C=CC(P(C2C(C3C(P(C4C=CC=CC=4)C4C=CC=CC=4)=CC=C4C=3C=CC=C4)=C3C(C=CC=C3)=CC=2)C2C=CC=CC=2)=CC=1.C(=O)([O-])[O-].[Cs+].[Cs+]>O1CCOCC1.CC([O-])=O.CC([O-])=O.[Pd+2]>[C:16]([C:3]1[CH:4]=[C:5]([F:15])[C:6]([NH:8][C@H:9]([CH2:13][CH3:14])[C:10]([NH2:12])=[O:11])=[N:7][C:2]=1[NH:18][C:19]1[CH:20]=[N:21][C:22]2[C:27]([CH:28]=1)=[CH:26][CH:25]=[CH:24][CH:23]=2)#[N:17] |f:3.4.5,7.8.9|. Procedure: The mixture of (R)-2-(6-chloro-5-cyano-3-fluoropyridin-2-ylamino)butanamide (120 mg, 0.46 mmol), 3-aminoquinoline (150 mg, 1.0 mmol), Pd(OAc)2 (22 mg, 0.11 mmol), racemic BINAP (68 mg, 0.11 mmol) and fine-powder cesium carbonate (0.50 g, 1.65 mmol) in 20 mL dioxane was degassed using argon stream for 3 min. It was then stirred at 100° C. in argon atmosphere for overnight. The mixture was cooled to RT, concentrated in vacuo, taken into 200 mL EtOAc and 50 mL water. The organic phase was separated... Reactants: C(C)(CC)[Li] (sec-Butyllithium), solution, FC1=C(C=CC(=C1F)OCCCCCC)C1CCC(CC1)=O (4-(2,3-difluoro-4-hexyloxyphenyl)cyclohexanone), C(CCC)OC1=C(C(=C(C=C1)C1=CCC(CC1)C1=C(C(=CC=C1)F)F)F)F (1-Butoxy-4-(4-(2,3-difluorophenyl)cyclohex-1-enyl)-2,3-difluorobenzene), [Cl-].[NH4+] (ammonium chloride). The solvent is CCCCCC (n-hexane), C1CCCCC1 (cyclohexane), C1CCOC1 (THF), C1CCOC1 (THF), C(C)(=O)OCC (ethyl acetate). Reaction conditions: temperature 30 celsius, time 2 hour. The product is C(CCC)OC1=C(C(=C(C=C1)C1=CCC(CC1)C1=C(C(=C(C=C1)C1=CCC(CC1)C1=C(C(=C(C=C1)OCCCCCC)F)F)F)F)F)F (1-butoxy-4-(4-(4-(4-(2,3-difluoro-4-hexyloxyphenyl)cyclohex-1-enyl)-2,3-difluo rophenyl)cyclohex-1-enyl)-2,3-difluorobenzene). Reaction SMILES: [CH2:1]([O:5][C:6]1[CH:11]=[CH:10][C:9]([C:12]2[CH2:17][CH2:16][CH:15]([C:18]3[CH:23]=[CH:22][CH:21]=[C:20]([F:24])[C:19]=3[F:25])[CH2:14][CH:13]=2)=[C:8]([F:26])[C:7]=1[F:27])[CH2:2][CH2:3][CH3:4].C([Li])(CC)C.[F:33][C:34]1[C:39]([F:40])=[C:38]([O:41][CH2:42][CH2:43][CH2:44][CH2:45][CH2:46][CH3:47])[CH:37]=[CH:36][C:35]=1[CH:48]1[CH2:53][CH2:52][C:51](=O)[CH2:50][CH2:49]1.[Cl-].[NH4+]>CCCCCC.C1CCCCC1.C1COCC1.C(OCC)(=O)C>[CH2:1]([O:5][C:6]1[CH:11]=[CH:10][C:9]([C:12]2[CH2:17][CH2:16][CH:15]([C:18]3[CH:23]=[CH:22][C:21]([C:51]4[CH2:52][CH2:53][CH:48]([C:35]5[CH:36]=[CH:37][C:38]([O:41][CH2:42][CH2:43][CH2:44][CH2:45][CH2:46][CH3:47])=[C:39]([F:40])[C:34]=5[F:33])[CH2:49][CH:50]=4)=[C:20]([F:24])[C:19]=3[F:25])[CH2:14][CH:13]=2)=[C:8]([F:26])[C:7]=1[F:27])[CH2:2][CH2:3][CH3:4] |f:3.4|. Procedure details: 1-Butoxy-4-(4-(2,3-difluorophenyl)cyclohex-1-enyl)-2,3-difluorobenzene (s-20) (8.1 g) and THF (200 ml) were put in a reaction vessel under an atmosphere of nitrogen and cooled to −74° C. sec-Butyllithium (a 1.00 M solution in n-hexane and cyclohexane; 26.0 ml) was added dropwise thereto in the temperature range of −74° C. to −70° C., and the stirring was continued for another 2 hours. Then, 4-(2,3-difluoro-4-hexyloxyphenyl)cyclohexanone (s-14) (20.0 g) dissolved in THF (100 ml) was added dropwis... The reactants are IC1=C(C=CC=C1)C(CCCCN1CCC(CC1)C=1C=C(C=CC1)NC(C(C)C)=O)=O (N-(3-{1-[5-(2-iodophenyl)-5-oxopentyl]-4-piperidinyl}phenyl)-2-methylpropanamide), Cl.CC1=CC=C(C=C1)NN (4-methylphenylhydrazine hydrochloride). Product: IC1=C(C=CC=C1)C=1NC2=CC=C(C=C2C1CCCN1CCC(CC1)C=1C=C(C=CC1)NC(C(C)C)=O)C (N-[3-(1-{3-[2-(2-IODOPHENYL)-5-METHYL-1H-INDOL-3-YL]PROPYL}-4-PIPERIDINYL)PHENYL]-2-METHYLPROPANAMIDE). As a reaction SMILES: [I:1][C:2]1[CH:7]=[CH:6][CH:5]=[CH:4][C:3]=1[C:8](=O)[CH2:9][CH2:10][CH2:11][CH2:12][N:13]1[CH2:18][CH2:17][CH:16]([C:19]2[CH:20]=[C:21]([NH:25][C:26](=[O:30])[CH:27]([CH3:29])[CH3:28])[CH:22]=[CH:23][CH:24]=2)[CH2:15][CH2:14]1.Cl.[CH3:33][C:34]1[CH:39]=[CH:38][C:37]([NH:40]N)=[CH:36][CH:35]=1>>[I:1][C:2]1[CH:7]=[CH:6][CH:5]=[CH:4][C:3]=1[C:8]1[NH:40][C:37]2[C:38]([C:9]=1[CH2:10][CH2:11][CH2:12][N:13]1[CH2:18][CH2:17][CH:16]([C:19]3[CH:20]=[C:21]([NH:25][C:26](=[O:30])[CH:27]([CH3:29])[CH3:28])[CH:22]=[CH:23][CH:24]=3)[CH2:15][CH2:14]1)=[CH:39][C:34]([CH3:33])=[CH:35][CH:36]=2 |f:1.2|. Procedure: Prepared by Procedure E and Scheme M using N-(3-{1-[5-(2-iodophenyl)-5-oxopentyl]-4-piperidinyl}phenyl)-2-methylpropanamide and 4-methylphenylhydrazine hydrochloride: ESMS m/e: 620.2 (M+H)+.